This data is from the Open Reaction Database (ORD), a public repository of structured organic reaction records. The task is: describe an organic reaction: reactants, conditions, products, and yield Starting materials: CCN=C=NCCCN(C)C, CCOC(C)=O, Cl, Cl, Cl, CCOC(=O)C=Cc1ccc(NC2CCNCC2)nc1, CN(C)C=O, O, On1nnc2ccccc21, O=C(O)c1ccc(-n2cccc2)cc1. Product: CCOC(=O)C=Cc1ccc(NC2CCN(C(=O)c3ccc(-n4cccc4)cc3)CC2)nc1. Reaction SMILES: [CH3:37][CH2:38][N:39]=[C:40]=[N:41][CH2:42][CH2:43][CH2:44][N:45]([CH3:46])[CH3:47].[CH3:64][CH2:65][O:66][C:67]([CH3:68])=[O:69].[ClH:1].[ClH:2].[ClH:48].[NH:3]1[CH2:4][CH2:5][CH:6]([NH:9][c:10]2[cH:11][cH:12][c:13]([CH:16]=[CH:17][C:18](=[O:19])[O:20][CH2:21][CH3:22])[cH:14][n:15]2)[CH2:7][CH2:8]1.[O:59]=[CH:60][N:61]([CH3:62])[CH3:63].[OH2:70].[OH:49][n:50]1[c:51]2[c:52]([cH:53][cH:54][cH:55][cH:56]2)[n:57][n:58]1.[n:23]1(-[c:28]2[cH:29][cH:30][c:31]([C:32](=[O:33])[OH:34])[cH:35][cH:36]2)[cH:24][cH:25][cH:26][cH:27]1>>[N:3]1([C:32]([c:31]2[cH:30][cH:29][c:28](-[n:23]3[cH:24][cH:25][cH:26][cH:27]3)[cH:36][cH:35]2)=[O:33])[CH2:4][CH2:5][CH:6]([NH:9][c:10]2[cH:11][cH:12][c:13]([CH:16]=[CH:17][C:18](=[O:19])[O:20][CH2:21][CH3:22])[cH:14][n:15]2)[CH2:7][CH2:8]1. Starting materials: C(C1=CC=CC=C1)N1N=C(C(=CC1=O)C1=CC=CC=C1)Cl (2-benzyl-6-chloro-5-phenylpyridazin-3(2H)-one), [Cl-].[Al+3].[Cl-].[Cl-] (aluminum chloride). Run in C1(=CC=CC=C1)C (toluene). Reaction conditions: time 20 minute. The product is ClC=1C(=CC(NN1)=O)C1=CC=CC=C1 (6-Chloro-5-phenylpyridazin-3(2H)-one). The yield is 83.9%. As a reaction SMILES: C([N:8]1[C:13](=[O:14])[CH:12]=[C:11]([C:15]2[CH:20]=[CH:19][CH:18]=[CH:17][CH:16]=2)[C:10]([Cl:21])=[N:9]1)C1C=CC=CC=1.[Cl-].[Al+3].[Cl-].[Cl-]>C1(C)C=CC=CC=1>[Cl:21][C:10]1[C:11]([C:15]2[CH:20]=[CH:19][CH:18]=[CH:17][CH:16]=2)=[CH:12][C:13](=[O:14])[NH:8][N:9]=1 |f:1.2.3.4|. Procedure: To a solution of 2-benzyl-6-chloro-5-phenylpyridazin-3(2H)-one (1.45 g, 4.89 mmol) in toluene (15 mL) under argon at 90° C. was added aluminum chloride (1.629 g, 12.22 mmol) and the reaction was stirred for 20 min. It was then allowed to cool to room temperature and quenched with water, extracted with EtOAc, dried over MgSO4 and concentrated. The residue was purified by preparative HPLC to give the title compound as a white solid (847.6 mg). LCMS m/z=207 [M+H]+; 1H NMR (400 MHz, CDCl3) δ ppm 6.9... Reactants: [Cl-].[Na+] (sodium chloride), ClC1=NC(=NS1)SCOCC1=CC=CC=C1 (5-chloro-3-benzyloxymethylthio-1,2,4-thiadiazole), CC1(OCC(O1)CO)C (2,2-dimethyl-1,3-dioxolane-4-methanol), [H-].[Na+] (sodium hydride). Run in C(C)(C)(C)OC (t-butylmethylether), CN(C=O)C (N,N-dimethylformamide). Conditions: time 2 hour. Yields the product CC1(OCC(O1)COC1=NC(=NS1)SCOCC1=CC=CC=C1)C (5-(2,2-dimethyl-1,3-dioxolane-4-yl)methoxy-3-benzyloxymethylthio-1,2,4-thiadiazole). The yield is 70.0%. As a reaction SMILES: Cl[C:2]1[S:6][N:5]=[C:4]([S:7][CH2:8][O:9][CH2:10][C:11]2[CH:16]=[CH:15][CH:14]=[CH:13][CH:12]=2)[N:3]=1.[CH3:17][C:18]1([CH3:25])[O:22][CH:21]([CH2:23][OH:24])[CH2:20][O:19]1.[H-].[Na+].[Cl-].[Na+]>C(OC)(C)(C)C.CN(C)C=O>[CH3:17][C:18]1([CH3:25])[O:22][CH:21]([CH2:23][O:24][C:2]2[S:6][N:5]=[C:4]([S:7][CH2:8][O:9][CH2:10][C:11]3[CH:16]=[CH:15][CH:14]=[CH:13][CH:12]=3)[N:3]=2)[CH2:20][O:19]1 |f:2.3,4.5|. Procedure details: To 3 g of N,N-dimethylformamide, 350 mg of 5-chloro-3-benzyloxymethylthio-1,2,4-thiadiazole and 169 mg of 2,2-dimethyl-1,3-dioxolane-4-methanol were dissolved, and added 56 mg of sodium hydride (60% in oil) at about 0° C., followed by stirring at same tempareture for 2 hours. Then, to the reaction mixture, t-butylmethylether and saturated sodium chloride aqueous solution were added, and separeted to two layers. The organic layer was dried by anhydrous sodium salfate, and concentrated. The residu... Reactants: CCO, [Cl-], CS(=O)(=O)c1ccc(-c2cc([N+](=O)[O-])sc2-c2ccc(F)cc2)cc1, [Fe], [NH4+], O. The product is CS(=O)(=O)c1ccc(-c2cc(N)sc2-c2ccc(F)cc2)cc1. As a reaction SMILES: [CH3:28][CH2:29][OH:30].[Cl-:26].[F:1][c:2]1[cH:3][cH:4][c:5](-[c:8]2[s:9][c:10]([N+:23]([O-:24])=[O:25])[cH:11][c:12]2-[c:13]2[cH:14][cH:15][c:16]([S:19](=[O:20])(=[O:21])[CH3:22])[cH:17][cH:18]2)[cH:6][cH:7]1.[Fe:32].[NH4+:27].[OH2:31]>>[F:1][c:2]1[cH:3][cH:4][c:5](-[c:8]2[s:9][c:10]([NH2:23])[cH:11][c:12]2-[c:13]2[cH:14][cH:15][c:16]([S:19](=[O:20])(=[O:21])[CH3:22])[cH:17][cH:18]2)[cH:6][cH:7]1. Reactants: C1(CC1)C1=CC=C(C=O)C=C1 (4-cyclopropyl benzaldehyde), CN(C)C=O (DMF), BrC1=CC(=C(C=C1)C1(CC1)C)Cl (4-bromo-2-chloro-1-(1-methylcyclopropyl)-benzene), [Li]CCCC (n-BuLi). The product is ClC=1C=C(C=O)C=CC1C1(CC1)C (3-chloro-4-(1-methylcyclopropyl)-benzaldehyde). The yield is 63.0%. As a reaction SMILES: C1(C2C=CC([CH:8]=[O:9])=CC=2)CC1.Br[C:13]1[CH:18]=[CH:17][C:16]([C:19]2([CH3:22])[CH2:21][CH2:20]2)=[C:15]([Cl:23])[CH:14]=1.[Li]CCCC.CN(C=O)C>>[Cl:23][C:15]1[CH:14]=[C:13]([CH:18]=[CH:17][C:16]=1[C:19]1([CH3:22])[CH2:21][CH2:20]1)[CH:8]=[O:9]. Reported procedure: The title compound was synthesized in analogy to 4-cyclopropyl benzaldehyde (described in example S53) using 4-bromo-2-chloro-1-(1-methylcyclopropyl)-benzene (350 mg, 1.43 mmol), n-BuLi (980 μl, 1.6M solution in hexane, 1.57 mmol) and DMF (443 μl, 5.70 mmol). The isolated residue was purified by flash column chromatography (1:9 ether:pentane) to give 3-chloro-4-(1-methylcyclopropyl)-benzaldehyde (176 mg, 63%) as a colorless oil. 1H NMR (CDCl3, 300 MHz): δ 9.94 (s, 1H), 7.84 (d, J=1.5 Hz, 1H), 7.... The reactants are C1(=CC=CC=C1)C1=NNC(=C1)SC1=CC=CC=C1 (3-phenyl-5-phenylthiopyrazole), C1(=CC=CC=C1)N=C=O (phenyl isocyanate). Run in C1(=CC=CC=C1)C (toluene). The product is 13, C1(=CC=CC=C1)NC(=O)N1N=C(C=C1SC1=CC=CC=C1)C1=CC=CC=C1 (1-(phenylcarbamoyl)-3-phenyl-5-phenylthiopyrazole). The yield is 70.0%. Reaction SMILES: [C:1]1([C:7]2[CH:11]=[C:10]([S:12][C:13]3[CH:18]=[CH:17][CH:16]=[CH:15][CH:14]=3)[NH:9][N:8]=2)[CH:6]=[CH:5][CH:4]=[CH:3][CH:2]=1.[C:19]1([N:25]=[C:26]=[O:27])[CH:24]=[CH:23][CH:22]=[CH:21][CH:20]=1>C1(C)C=CC=CC=1>[C:19]1([NH:25][C:26]([N:9]2[C:10]([S:12][C:13]3[CH:14]=[CH:15][CH:16]=[CH:17][CH:18]=3)=[CH:11][C:7]([C:1]3[CH:2]=[CH:3][CH:4]=[CH:5][CH:6]=3)=[N:8]2)=[O:27])[CH:24]=[CH:23][CH:22]=[CH:21][CH:20]=1. Reported procedure: 12.6 parts of 3-phenyl-5-phenylthiopyrazole, 100 parts of toluene and 6 parts of phenyl isocyanate are stirred for 12 hours at 20° C. After the toluene has been distilled off, there is obtained 13 parts (70% of theory) of 1-(phenylcarbamoyl)-3-phenyl-5-phenylthiopyrazole; m.p.: 138° to 139.5° C (recrystallized from acetonitrile). Reactants: BrC=1C=CC(=NC1)CN1CCN(CC1)C(=O)OC(C)(C)C (tert-butyl 4-[(5-bromopyridin-2-yl)methyl]piperazine-1-carboxylate), FC=1C=C(C=CC1)B(O)O ((3-fluorophenyl)boronic acid), C([O-])([O-])=O.[K+].[K+] (potassium carbonate), O1CCOCC1 (dioxane). Reagents/catalysts: C=1C=CC(=CC1)[P](C=2C=CC=CC2)(C=3C=CC=CC3)[Pd]([P](C=4C=CC=CC4)(C=5C=CC=CC5)C=6C=CC=CC6)([P](C=7C=CC=CC7)(C=8C=CC=CC8)C=9C=CC=CC9)[P](C=1C=CC=CC1)(C=1C=CC=CC1)C=1C=CC=CC1 (Tetrakis(triphenylphosphine)palladium). Solvent: O (water), O (water). Reaction conditions: temperature 80 celsius, time 8 hour. Yields the product FC=1C=C(C=CC1)C=1C=CC(=NC1)CN1CCN(CC1)C(=O)OC(C)(C)C (tert-butyl 4-[[5-(3-fluorophenyl)pyridin-2-yl]methyl]piperazine-1-carboxylate). The yield is 91.5%. Reaction SMILES: Br[C:2]1[CH:3]=[CH:4][C:5]([CH2:8][N:9]2[CH2:14][CH2:13][N:12]([C:15]([O:17][C:18]([CH3:21])([CH3:20])[CH3:19])=[O:16])[CH2:11][CH2:10]2)=[N:6][CH:7]=1.[F:22][C:23]1[CH:24]=[C:25](B(O)O)[CH:26]=[CH:27][CH:28]=1.C(=O)([O-])[O-].[K+].[K+].O1CCOCC1>O.C1C=CC([P]([Pd]([P](C2C=CC=CC=2)(C2C=CC=CC=2)C2C=CC=CC=2)([P](C2C=CC=CC=2)(C2C=CC=CC=2)C2C=CC=CC=2)[P](C2C=CC=CC=2)(C2C=CC=CC=2)C2C=CC=CC=2)(C2C=CC=CC=2)C2C=CC=CC=2)=CC=1>[F:22][C:23]1[CH:28]=[C:27]([C:2]2[CH:3]=[CH:4][C:5]([CH2:8][N:9]3[CH2:14][CH2:13][N:12]([C:15]([O:17][C:18]([CH3:21])([CH3:20])[CH3:19])=[O:16])[CH2:11][CH2:10]3)=[N:6][CH:7]=2)[CH:26]=[CH:25][CH:24]=1 |f:2.3.4,^1:48,50,69,88|. Procedure: A 100 mL round-bottom flask was purged with and maintained an inert atmosphere of nitrogen then charged with tert-butyl 4-[(5-bromopyridin-2-yl)methyl]piperazine-1-carboxylate (1.00 g, 2.81 mmol, 1.00 equiv), (3-fluorophenyl)boronic acid (0.790 g, 5.65 mmol, 2.00 equiv), Tetrakis(triphenylphosphine)palladium (0.325 g, 0.280 mmol, 0.10 equiv), potassium carbonate (1.17 g, 8.47 mmol, 3.00 equiv), dioxane (24 mL), and water (4 mL). The resulting solution was stirred overnight at 80° C. and then dil... Starting materials: CC1CCCN1c1ccc(C(=O)O)nc1OCC1CC1, CC(C)CC(N)C(N)=O. The product is CC(C)CC(NC(=O)c1ccc(N2CCCC2C)c(OCC2CC2)n1)C(N)=O. RXN SMILES: [CH:1]1([CH2:4][O:5][c:6]2[c:7]([N:15]3[CH:16]([CH3:20])[CH2:17][CH2:18][CH2:19]3)[cH:8][cH:9][c:10]([C:12](=[O:13])[OH:14])[n:11]2)[CH2:2][CH2:3]1.[NH2:21][CH:22]([C:23](=[O:24])[NH2:25])[CH2:26][CH:27]([CH3:28])[CH3:29]>>[CH:1]1([CH2:4][O:5][c:6]2[c:7]([N:15]3[CH:16]([CH3:20])[CH2:17][CH2:18][CH2:19]3)[cH:8][cH:9][c:10]([C:12](=[O:14])[NH:21][CH:22]([C:23](=[O:24])[NH2:25])[CH2:26][CH:27]([CH3:28])[CH3:29])[n:11]2)[CH2:2][CH2:3]1. The reactants are ClC=1C=CC(=NC1)NC(C1=C(C=CC=C1)NCC1CCNCC1)=O (N-(5-chloropyridin-2-yl)-2-(piperidin-4-ylmethylamino)benzamide), ClC1=CC(=NC=C1)C (4-chloro-2-picoline). Run in C(C)O (ethanol). Product: ClC=1C=CC(=NC1)NC(C1=C(C=CC=C1)NCC1CCN(CC1)C1=CC(=NC=C1)C)=O (N-(5-Chloropyridin-2-yl)-2-[1-(2-methylpyridin-4-yl)piperidin-4-ylmethylamino]benzamide). Isolated yield 66.0%. Reaction SMILES: [Cl:1][C:2]1[CH:3]=[CH:4][C:5]([NH:8][C:9](=[O:24])[C:10]2[CH:15]=[CH:14][CH:13]=[CH:12][C:11]=2[NH:16][CH2:17][CH:18]2[CH2:23][CH2:22][NH:21][CH2:20][CH2:19]2)=[N:6][CH:7]=1.Cl[C:26]1[CH:31]=[CH:30][N:29]=[C:28]([CH3:32])[CH:27]=1>C(O)C>[Cl:1][C:2]1[CH:3]=[CH:4][C:5]([NH:8][C:9](=[O:24])[C:10]2[CH:15]=[CH:14][CH:13]=[CH:12][C:11]=2[NH:16][CH2:17][CH:18]2[CH2:19][CH2:20][N:21]([C:26]3[CH:31]=[CH:30][N:29]=[C:28]([CH3:32])[CH:27]=3)[CH2:22][CH2:23]2)=[N:6][CH:7]=1. Procedure: To a solution of N-(5-chloropyridin-2-yl)-2-(piperidin-4-ylmethylamino)benzamide (0.130 g, 0.38 mmol) in ethanol (10 mL) was added 4-chloro-2-picoline (0.1 mL). The reaction mixture was heated in a sealed tube for 24 hours. The reaction mixture was concentrated and the residue was purified by RPHPLC. The pure product containing fractions were combined and lyophilized to give 155 mg (66%) of a tan powder. The reactants are amide, Cl (HCl), C1(CC1)C1=NN(C(=C1)C1CC1)C1=CC=C(C=C1)NC(CC1=CC=NC=C1)=O (N-[4-(3,5-dicyclopropyl-1H-pyrazol-1-yl)phenyl]-2-(pyridin-4-yl)acetamide), N1=CC=C(C=C1)CC(=O)O (2-(pyridin-4-yl)acetic acid), intermediate 27. Run in C(C)OCC (diethyl ether). Reaction conditions: time 15 minute. Yields the product Cl.C1(CC1)C1=NN(C(=C1)C1CC1)C1=CC=C(C=C1)NC(CC1=CC=NC=C1)=O (N-[4-(3,5-dicyclopropyl-1H-pyrazol-1-yl)phenyl]-2-(pyridin-4-yl)acetamide hydrochloride). As a reaction SMILES: [CH:1]1([C:4]2[CH:8]=[C:7]([CH:9]3[CH2:11][CH2:10]3)[N:6]([C:12]3[CH:17]=[CH:16][C:15]([NH:18][C:19](=[O:27])[CH2:20][C:21]4[CH:26]=[CH:25][N:24]=[CH:23][CH:22]=4)=[CH:14][CH:13]=3)[N:5]=2)[CH2:3][CH2:2]1.N1C=CC(CC(O)=O)=CC=1.[ClH:38]>C(OCC)C>[ClH:38].[CH:1]1([C:4]2[CH:8]=[C:7]([CH:9]3[CH2:10][CH2:11]3)[N:6]([C:12]3[CH:13]=[CH:14][C:15]([NH:18][C:19](=[O:27])[CH2:20][C:21]4[CH:26]=[CH:25][N:24]=[CH:23][CH:22]=4)=[CH:16][CH:17]=3)[N:5]=2)[CH2:3][CH2:2]1 |f:4.5|. Reported procedure: Following the general procedure-1, N-[4-(3,5-dicyclopropyl-1H-pyrazol-1-yl)phenyl]-2-(pyridin-4-yl)acetamide (89 mg) was prepared from 2-(pyridin-4-yl)acetic acid (104 mg, 0.60 mmol) and intermediate 27 (120 mg, 0.50 mmol) as an off-white solid. This amide was dissolved in saturated HCl in diethyl ether at 0° C. and stirred for 15 min Solid that separated out was filtered and dried to give the title compound (12 mg). M.P. 175-181° C. 1H-NMR (δ ppm, DMSO-d6, 400 MHz): 10.75 (s, 1H), 8.86 (d, J 6....